Task: describe an organic reaction: reactants, conditions, products, and yield. Dataset: the Open Reaction Database (ORD), a public repository of structured organic reaction records Starting materials: CS(C)=O, O=C(Cl)C(=O)Cl, OCc1ccc(I)cc1OCCc1ccccc1. The product is O=Cc1ccc(I)cc1OCCc1ccccc1. RXN SMILES: [CH3:25][S:26]([CH3:27])=[O:28].[Cl:19][C:20]([C:21]([Cl:22])=[O:23])=[O:24].[I:1][c:2]1[cH:3][c:4]([O:10][CH2:11][CH2:12][c:13]2[cH:14][cH:15][cH:16][cH:17][cH:18]2)[c:5]([CH2:8][OH:9])[cH:6][cH:7]1>>[I:1][c:2]1[cH:3][c:4]([O:10][CH2:11][CH2:12][c:13]2[cH:14][cH:15][cH:16][cH:17][cH:18]2)[c:5]([CH:8]=[O:9])[cH:6][cH:7]1. Starting materials: N1=C(C=CC=C1)NN (2-pyridylhydrazine), S (hydrogen sulfide), C(Cl)(Cl)Cl (chloroform). Product: SC=1N2C(=NN1)C=CC=C2 (3-Mercaptopyrido[2,1-c]-S-triazole). The yield is 88.0%. Reaction SMILES: [N:1]1[CH:6]=[CH:5][CH:4]=[CH:3][C:2]=1[NH:7][NH2:8].[SH2:9].[CH:10](Cl)(Cl)Cl>>[SH:9][C:10]1[N:1]2[CH:6]=[CH:5][CH:4]=[CH:3][C:2]2=[N:7][N:8]=1. Procedure: 5 g of 2-pyridylhydrazine (prepared by heating 2-chloropyridine with 85% hydrazine hydrate at 125° C. for 24 hours) is added to 12 ml of carbon disulfied in 40 ml of chloroform. A precipitate is formed, and the mixture is refluxed on a steam bath for twenty hours, with the evolution of hydrogen sulfide. The crystalline material is isolated given 6.1 g (88% yield) of title compound which has a m.p. of 209°-210° C. Starting materials: N1=C(C=CC=C1C)C (2,6-lutidine), CC(CC(C)(C)C)(C)C1=C(C=CC(=C1)C(CC(C)(C)C)(C)C)O (2,4-bis(1,1,3,3-tetramethylbutyl)phenol), C=O (paraformaldehyde), starting material, Cl (hydrochloric acid), Cl[Sn](Cl)(Cl)Cl (SnCl4), crude product. Run in C1(=CC=CC=C1)C (toluene). Conditions: temperature 0 celsius, time 12 hour. Yields the product CC(CC(C)(C)C)(C)C1=C(C(C=O)=CC(=C1)C(CC(C)(C)C)(C)C)O (3,5-bis(1,1,3,3-tetramethylbutyl)salicylaldehyde). As a reaction SMILES: [CH3:1][C:2]([C:9]1[CH:14]=[C:13]([C:15]([CH3:22])([CH3:21])[CH2:16][C:17]([CH3:20])([CH3:19])[CH3:18])[CH:12]=[CH:11][C:10]=1[OH:23])([CH3:8])[CH2:3][C:4]([CH3:7])([CH3:6])[CH3:5].N1C(C)=CC=CC=1C.Cl[Sn](Cl)(Cl)Cl.[CH2:37]=[O:38].Cl>C1(C)C=CC=CC=1>[CH3:8][C:2]([C:9]1[CH:14]=[C:13]([C:15]([CH3:22])([CH3:21])[CH2:16][C:17]([CH3:20])([CH3:19])[CH3:18])[CH:12]=[C:11]([CH:37]=[O:38])[C:10]=1[OH:23])([CH3:1])[CH2:3][C:4]([CH3:5])([CH3:6])[CH3:7]. Procedure details: 2,4-bis(1,1,3,3-tetramethylbutyl)phenol (26.2 g, 82.4 mmol, synthesized by the method described in U.S. Pat. No. 3,373,210), toluene (200 ml) and 2,6-lutidine (14.4 g, 135 mmol) was placed in a stirred flask under a blanket of nitrogen and the mixture was cooled to 0° C. SnCl4 (8.57 g, 33 mmol) was then carefully added. The mixture was subsequently stirred at room temperature for 20 minutes, before paraformaldehyde (15.1 g, 502 mmol) was added. The mixture was then stirred at 100° C. for 12 hour... Starting materials: O (water), C[C@@H](CCCO)CCC[C@@H](CCCC(C)C)C ((4R,8R)-4,8,12-trimethyltridecanol), C1(=CC=CC=C1)P(C1=CC=CC=C1)C1=CC=CC=C1 (triphenylphosphine), BrBr (bromine). The solvent is CCCCCC (hexane), CN(C=O)C (N,N-dimethylformamide). Run at time 1 hour. Product: BrCCC[C@@H](CCC[C@@H](CCCC(C)C)C)C ((4R,8R)-1-bromo-4,8,12-trimethyltridecane). As a reaction SMILES: [CH3:1][C@H:2]([CH2:7][CH2:8][CH2:9][C@H:10]([CH3:17])[CH2:11][CH2:12][CH2:13][CH:14]([CH3:16])[CH3:15])[CH2:3][CH2:4][CH2:5]O.C1(P(C2C=CC=CC=2)C2C=CC=CC=2)C=CC=CC=1.[Br:37]Br.O>CN(C)C=O.CCCCCC>[Br:37][CH2:5][CH2:4][CH2:3][C@H:2]([CH3:1])[CH2:7][CH2:8][CH2:9][C@H:10]([CH3:17])[CH2:11][CH2:12][CH2:13][CH:14]([CH3:16])[CH3:15]. Procedure: To a solution of 9.6 g (39.6 mmol) of (4R,8R)-4,8,12-trimethyltridecanol in 30 mL of anhydrous N,N-dimethylformamide was added 10.7 g (40.84 mmol) of triphenylphosphine. The solution was stirred in an acetone-ice bath (-10° C.) while 2.1 mL (41 mmol) of bromine was added dropwise. The temperature rose to 5° C. The reaction mixture was stirred at room temperature for 1 hr then poured into 100 mL of water and 150 mL of hexane. After filtration, the layers were separated and the aqueous phase was e... The reactants are CCCC[Sn](CCCC)(CCCC)c1cccs1, CCOC(C)=O, N#Cc1cccnc1Cl, [Cs+], [F-]. The product is N#Cc1cccnc1-c1cccs1. RXN SMILES: [CH2:12]([Sn:13]([CH2:14][CH2:15][CH2:16][CH3:22])([c:17]1[s:18][cH:19][cH:20][cH:21]1)[CH2:23][CH2:24][CH2:25][CH3:26])[CH2:27][CH2:28][CH3:29].[CH3:30][CH2:31][O:32][C:33](=[O:34])[CH3:35].[Cl:3][c:4]1[n:5][cH:6][cH:7][cH:8][c:9]1[C:10]#[N:11].[Cs+:2].[F-:1]>>[c:4]1(-[c:17]2[s:18][cH:19][cH:20][cH:21]2)[n:5][cH:6][cH:7][cH:8][c:9]1[C:10]#[N:11]. Starting materials: C(CCCCCCCCCCC)NCCO (2-[Dodecylamino]ethanol), ICC (1-iodoethane), C(C)(C)N(C(C)C)CC (N,N-diisopropylethylamine). The solvent is C(C)(C)O (isopropanol). Product: C(CCCCCCCCCCC)N(CC)CCO (2-[N-Dodecyl-N-ethylamino]ethanol). The yield is 73.4%. As a reaction SMILES: [CH2:1]([NH:13][CH2:14][CH2:15][OH:16])[CH2:2][CH2:3][CH2:4][CH2:5][CH2:6][CH2:7][CH2:8][CH2:9][CH2:10][CH2:11][CH3:12].I[CH2:18][CH3:19].C(N(CC)C(C)C)(C)C>C(O)(C)C>[CH2:1]([N:13]([CH2:14][CH2:15][OH:16])[CH2:18][CH3:19])[CH2:2][CH2:3][CH2:4][CH2:5][CH2:6][CH2:7][CH2:8][CH2:9][CH2:10][CH2:11][CH3:12]. Reported procedure: 2-[Dodecylamino]ethanol (2.0 g, 8.73 mmol), 1-iodoethane (1.63 g, 10.48 mmol) and N,N-diisopropylethylamine (2.51 g,17.5 mmol) in isopropanol (25 ml )were heated under reflux for 4 h. The solvent was then evaporated in vacuo and the residue was diluted with ethyl acetate washed with aqueous sodium bicarbonate, brine and dried (magnesium sulfate). Evaporation of the solvent followed by chromatography on silica gel (ethyl acetate/methanol 90:10 to 80:20) afforded the title compound (1.65 g, 73%) a... Reactants: O=C([O-])[O-], Cc1cc(N)cc(-c2cncs2)c1, Fc1cnc(Cl)nc1C1CC1, [Cs+], [Cs+], CC(=O)[O-], CC(=O)[O-], [Pd+2]. The product is Cc1cc(Nc2ncc(F)c(C3CC3)n2)cc(-c2cncs2)c1. RXN SMILES: [C:25](=[O:26])([O-:27])[O-:28].[CH3:1][c:2]1[cH:3][c:4]([NH2:5])[cH:6][c:7](-[c:9]2[cH:10][n:11][cH:12][s:13]2)[cH:8]1.[Cl:14][c:15]1[n:16][cH:17][c:18]([F:24])[c:19]([CH:21]2[CH2:22][CH2:23]2)[n:20]1.[Cs+:29].[Cs+:30].[O-:32][C:33]([CH3:34])=[O:35].[O-:36][C:37]([CH3:38])=[O:39].[Pd+2:31]>>[CH3:1][c:2]1[cH:3][c:4]([NH:5][c:15]2[n:16][cH:17][c:18]([F:24])[c:19]([CH:21]3[CH2:22][CH2:23]3)[n:20]2)[cH:6][c:7](-[c:9]2[cH:10][n:11][cH:12][s:13]2)[cH:8]1. The reactants are CN(C)C=O, O=C=Nc1cccc(F)c1, CCOC(=O)C(=O)c1csc(N)n1. Yields the product CCOC(=O)C(=O)c1csc(NC(=O)Nc2cccc(F)c2)n1. Reaction SMILES: [CH3:24][N:25]([CH3:26])[CH:27]=[O:28].[F:14][c:15]1[cH:16][c:17]([N:21]=[C:22]=[O:23])[cH:18][cH:19][cH:20]1.[NH2:1][c:2]1[s:3][cH:4][c:5]([C:7]([C:8](=[O:9])[O:10][CH2:11][CH3:12])=[O:13])[n:6]1>>[NH:1]([c:2]1[s:3][cH:4][c:5]([C:7]([C:8](=[O:9])[O:10][CH2:11][CH3:12])=[O:13])[n:6]1)[C:22]([NH:21][c:17]1[cH:16][c:15]([F:14])[cH:20][cH:19][cH:18]1)=[O:23].